From a dataset of the Open Reaction Database (ORD), a public repository of structured organic reaction records. describe an organic reaction: reactants, conditions, products, and yield Starting materials: ClCC=1OC2=C(N1)C=CC=C2 (2-(Chloromethyl)benzoxazole), CN (methylamine). Solvent: O (water). Conditions: time 20 minute. The product is CNCC=1OC2=C(N1)C=CC=C2 (2-(Methylaminomethyl)benzoxazole). The yield is 82.0%. RXN SMILES: Cl[CH2:2][C:3]1[O:4][C:5]2[CH:11]=[CH:10][CH:9]=[CH:8][C:6]=2[N:7]=1.[CH3:12][NH2:13]>O>[CH3:12][NH:13][CH2:2][C:3]1[O:4][C:5]2[CH:11]=[CH:10][CH:9]=[CH:8][C:6]=2[N:7]=1. Procedure details: 2-(Chloromethyl)benzoxazole (3.99 g, 23.8 mmol) was dissolved in aqueous methylamine (40 mL, 40 wt % in H2O) at 10° C. under a nitrogen atmosphere. After 20 minutes, the reaction mixture was warmed to room temperature and stirred for 1 hour. The mixture was diluted with water and extracted with methylene chloride. The organic phase was dried (MgSO4) and concentrated to afford crude product which was purified by flash column chromatography (5% MeOH/CH2Cl2) to afford 3.18 g (82%) of pure product a... Reactants: NCCCCCCOC1=C(C(=O)NC2=CC=C(C(=O)N3CCCCC4=C3C=CC=C4)C=C2)C=CC=C1 (1-{4-[2-(6-aminohexyloxy)benzoylamino]benzoyl}-2,3,4,5-tetrahydro-1H-benzazepine), C(C)(=O)OC(C)=O (acetic anhydride), [OH-].[Na+] (sodium hydroxide). The reagents and catalysts are S(O)(O)(=O)=O (sulfuric acid). Reaction conditions: time 3 hour. The product is C(C)(=O)NCCCCCCOC1=C(C(=O)NC2=CC=C(C(=O)N3CCCCC4=C3C=CC=C4)C=C2)C=CC=C1 (1-{4-[2-(6-acetylaminohexyloxy)benzoylamino]benzoyl}-2,3,4,5-tetrahydro-1H-benzazepine). Reaction SMILES: [NH2:1][CH2:2][CH2:3][CH2:4][CH2:5][CH2:6][CH2:7][O:8][C:9]1[CH:36]=[CH:35][CH:34]=[CH:33][C:10]=1[C:11]([NH:13][C:14]1[CH:32]=[CH:31][C:17]([C:18]([N:20]2[C:26]3[CH:27]=[CH:28][CH:29]=[CH:30][C:25]=3[CH2:24][CH2:23][CH2:22][CH2:21]2)=[O:19])=[CH:16][CH:15]=1)=[O:12].[OH-].[Na+].[C:39](OC(=O)C)(=[O:41])[CH3:40]>S(=O)(=O)(O)O>[C:39]([NH:1][CH2:2][CH2:3][CH2:4][CH2:5][CH2:6][CH2:7][O:8][C:9]1[CH:36]=[CH:35][CH:34]=[CH:33][C:10]=1[C:11]([NH:13][C:14]1[CH:32]=[CH:31][C:17]([C:18]([N:20]2[C:26]3[CH:27]=[CH:28][CH:29]=[CH:30][C:25]=3[CH2:24][CH2:23][CH2:22][CH2:21]2)=[O:19])=[CH:16][CH:15]=1)=[O:12])(=[O:41])[CH3:40] |f:1.2|. Procedure: A mixture of 1-{4-[2-(6-aminohexyloxy)benzoylamino]benzoyl}-2,3,4,5-tetrahydro-1H-benzazepine (0.70 g), acetic anhydride (20 ml) and two drops of conc. sulfuric acid is stirred at room temperature for 3 hours. To the reaction mixture is added aqueous 2N aqueous sodium hydroxide solution under ice-cooling and the mixture is extracted with chloroform. The organic layer is washed successively with water and saturated saline solution, and dried over magnesium sulfate. The solvent is distilled off an... The reactants are C1(=CC=CC=C1)C#C (Phenylacetylene), C1(C=CC(C=C1)=O)=O (benzoquinone), C1(=CC=CC=C1)C(C1=CC=CC=C1)C1=CC=CC=C1 (triphenylmethane), C(CCC)[Li] (n-butyllithium). Run in CN1CCCN(C1=O)C (DMPU), C1CCOC1 (THF), C1CCOC1 (THF). Yields the product OC1(C=CC(CC1CCC=C)=O)C#CC1=CC=CC=C1 (4-Hydroxy-4-(phenylethynyl)-5-(3-butenyl)-2-cyclohexen-1-one). As a reaction SMILES: [C:1]1([C:7]#[CH:8])[CH:6]=[CH:5][CH:4]=[CH:3][CH:2]=1.[CH2:9]([Li])[CH2:10][CH2:11][CH3:12].C1(C(C2C=CC=CC=2)C2C=CC=CC=2)C=CC=CC=1.[C:33]1(=[O:40])[CH:38]=[CH:37][C:36](=[O:39])[CH:35]=[CH:34]1>C1COCC1.CN1C(=O)N(C)CCC1>[OH:39][C:36]1([C:8]#[C:7][C:1]2[CH:6]=[CH:5][CH:4]=[CH:3][CH:2]=2)[CH:37]([CH2:12][CH2:11][CH:10]=[CH2:9])[CH2:38][C:33](=[O:40])[CH:34]=[CH:35]1. Reported procedure: Phenylacetylene (0.61 g, 0.006 mole) was added to a dry 25 mL flask containing dry THF (5 mL), n-butyllithium (4 mL of 1.48 M) and a few crystals of triphenylmethane. After stirring for several min at RT, the reaction was cooled to about 0 C., added to a flask containing benzoquinone (0.63 g, 0.006 mole) dissolved in dry THF (10 mL) and cooled to -78° C. The reaction was maintained at -35° C. to -25° during the addition. After stirring for about 15 min at -30° C., 4.6 mL of DMPU was added. The d... The reactants are C1(NCCC=2NC=3C=CC=CC3C21)=O (2,3,4,5-Tetrahydro-1H-pyrido[4,3-b]indol-1-one), [H-].[Na+] (sodium hydride), C(C1=CC=CC=C1)Br (benzyl bromide). Product: C1(=CC=CC=C1)CN1C2=C(C=3C=CC=CC13)C(NCC2)=O (2,3,4,5-Tetrahydro-5-(phenylmethyl)-1H-pyrido[4,3-b]indol-1-one). Isolated yield 41.9%. As a reaction SMILES: [C:1]1(=[O:14])[C:13]2[C:12]3[CH:11]=[CH:10][CH:9]=[CH:8][C:7]=3[NH:6][C:5]=2[CH2:4][CH2:3][NH:2]1.[H-].[Na+].[CH2:17](Br)[C:18]1[CH:23]=[CH:22][CH:21]=[CH:20][CH:19]=1>>[C:18]1([CH2:17][N:6]2[C:7]3[CH:8]=[CH:9][CH:10]=[CH:11][C:12]=3[C:13]3[C:1](=[O:14])[NH:2][CH2:3][CH2:4][C:5]2=3)[CH:23]=[CH:22][CH:21]=[CH:20][CH:19]=1 |f:1.2|. Reported procedure: 2,3,4,5-Tetrahydro-1H-pyrido[4,3-b]indol-1-one (559 mg) was treated with sodium hydride (73% dispersion in oil; 197 mg) and was then stirred with benzyl bromide (513 mg) at room temperature for 30 min. Purification by FCC eluting with dichloromethan: ethanol (80:1) gave the title compound (347 mg), m.p. 209°-212°.